Dataset: the Open Reaction Database (ORD), a public repository of structured organic reaction records. Task: describe an organic reaction: reactants, conditions, products, and yield Starting materials: ClC1=CC=C(C=N1)N (6-chloro-pyridin-3-ylamine), C(C1=CC=CC=C1)(=O)C(=O)Cl (benzoylformic acid chloride). Product: ClC1=CC=C(C=N1)NC(C(C1=CC=CC=C1)=O)=O (N-(6-chloro-pyridin-3-yl)-2-oxo-2-phenyl-acetamide). RXN SMILES: [Cl:1][C:2]1[N:7]=[CH:6][C:5]([NH2:8])=[CH:4][CH:3]=1.[C:9]([C:17](Cl)=[O:18])(=[O:16])[C:10]1[CH:15]=[CH:14][CH:13]=[CH:12][CH:11]=1>>[Cl:1][C:2]1[N:7]=[CH:6][C:5]([NH:8][C:17](=[O:18])[C:9](=[O:16])[C:10]2[CH:15]=[CH:14][CH:13]=[CH:12][CH:11]=2)=[CH:4][CH:3]=1. Procedure details: In analogy to the procedure described for the synthesis example 41 (step 1), the title compound N-(6-chloro-pyridin-3-yl)-2-oxo-2-phenyl-acetamide (MS m/e: 241.2 [M+H]+) was prepared from 6-chloro-pyridin-3-ylamine and benzoylformic acid chloride. Starting materials: Cl.C(C)OC(=N)C1=CC=C(C=C1)NC(=O)C=1CCOC2=C(C1)C=C(C=C2)C2=CC=C(C=C2)C (N-[4-(ethoxycarbonimidoyl)phenyl]-7-(4-methylphenyl)-2,3-dihydro-1-benzooxepine-4-carboxamide hydrochloride), C(CN)N (ethylenediamine). Solvent: C(C)O (ethanol). Conditions: time 8 hour. Product: N1C(=NCC1)C1=CC=C(C=C1)NC(=O)C=1CCOC2=C(C1)C=C(C=C2)C2=CC=C(C=C2)C (N-[4-(2-imidazolin-2-yl)phenyl]-7-(4-methylphenyl)-2,3-dihydro-1-benzooxepine-4-carboxamide). As a reaction SMILES: Cl.C(O[C:5]([C:7]1[CH:12]=[CH:11][C:10]([NH:13][C:14]([C:16]2[CH2:17][CH2:18][O:19][C:20]3[CH:26]=[CH:25][C:24]([C:27]4[CH:32]=[CH:31][C:30]([CH3:33])=[CH:29][CH:28]=4)=[CH:23][C:21]=3[CH:22]=2)=[O:15])=[CH:9][CH:8]=1)=[NH:6])C.[CH2:34](N)[CH2:35][NH2:36]>C(O)C>[NH:6]1[CH2:34][CH2:35][N:36]=[C:5]1[C:7]1[CH:12]=[CH:11][C:10]([NH:13][C:14]([C:16]2[CH2:17][CH2:18][O:19][C:20]3[CH:26]=[CH:25][C:24]([C:27]4[CH:32]=[CH:31][C:30]([CH3:33])=[CH:29][CH:28]=4)=[CH:23][C:21]=3[CH:22]=2)=[O:15])=[CH:9][CH:8]=1 |f:0.1|. Procedure details: Into a solution of N-[4-(ethoxycarbonimidoyl)phenyl]-7-(4-methylphenyl)-2,3-dihydro-1-benzooxepine-4-carboxamide hydrochloride (200 mg) in ethanol (4 ml) was added ethylenediamine (0.09 ml). The resulting mixture was stirred at room temperature overnight, was then concentrated and was mixed with an aqueous solution of sodium bicarbonate. The resulting mixture was extracted with ethyl acetate/tetrahydrofuran, and the extract was washed with an aqueous solution of sodium chloride. The extract was ... Reactants: C(C)OC(=O)C1(CC1)C1=CC=C(C=C1)C1=CC=C(C=C1)C1=C(C(=NO1)C)NC1=NC(=CC=C1)Br (1-{4′-[4-(6-bromo-pyridin-2-ylamino)-3-methyl-isoxazol-5-yl]-biphenyl-4-yl}-cyclopropanecarboxylic acid ethyl ester), ClC1=C(C=CC=C1Cl)B(O)O (2,3-dichlorophenylboronic acid). The product is C(C)OC(=O)C1(CC1)C1=CC=C(C=C1)C1=CC=C(C=C1)C1=C(C(=NO1)C)NC1=NC(=CC=C1)C1=C(C(=CC=C1)Cl)Cl (1-(4′-{4-[6-(2,3-Dichloro-phenyl)-pyridin-2-ylamino]-3-methyl-isoxazol-5-yl}-biphenyl-4-yl)-cyclopropanecarboxylic acid ethyl ester). RXN SMILES: [CH2:1]([O:3][C:4]([C:6]1([C:9]2[CH:14]=[CH:13][C:12]([C:15]3[CH:20]=[CH:19][C:18]([C:21]4[O:25][N:24]=[C:23]([CH3:26])[C:22]=4[NH:27][C:28]4[CH:33]=[CH:32][CH:31]=[C:30](Br)[N:29]=4)=[CH:17][CH:16]=3)=[CH:11][CH:10]=2)[CH2:8][CH2:7]1)=[O:5])[CH3:2].[Cl:35][C:36]1[C:41]([Cl:42])=[CH:40][CH:39]=[CH:38][C:37]=1B(O)O>>[CH2:1]([O:3][C:4]([C:6]1([C:9]2[CH:14]=[CH:13][C:12]([C:15]3[CH:20]=[CH:19][C:18]([C:21]4[O:25][N:24]=[C:23]([CH3:26])[C:22]=4[NH:27][C:28]4[CH:33]=[CH:32][CH:31]=[C:30]([C:40]5[CH:39]=[CH:38][CH:37]=[C:36]([Cl:35])[C:41]=5[Cl:42])[N:29]=4)=[CH:17][CH:16]=3)=[CH:11][CH:10]=2)[CH2:8][CH2:7]1)=[O:5])[CH3:2]. Procedure details: Prepared according to the procedure described in Example 42, Step 2, using 1-{4′-[4-(6-bromo-pyridin-2-ylamino)-3-methyl-isoxazol-5-yl]-biphenyl-4-yl}-cyclopropanecarboxylic acid ethyl ester and 2,3-dichlorophenylboronic acid.